Task: describe an organic reaction: reactants, conditions, products, and yield. Dataset: the Open Reaction Database (ORD), a public repository of structured organic reaction records The reactants are C[C@]12CC[C@@H](C[C@H]1CC[C@@H]3[C@@H]2C[C@H]([C@]4([C@@]3(CC[C@@H]4C5=CC(=O)OC5)O)C)O)O (digoxigenin), C1(CCCCC1)=O (cyclohexanone), CC([O-])C.[Al+3].CC([O-])C.CC([O-])C (aluminum isopropoxide). The product is C[C@]12CCC(=O)C[C@H]1CCC3C2C[C@H]([C@]4([C@@]3(CC[C@@H]4C5=CC(=O)OC5)O)C)O (3-Ketodigoxigenin). Procedure: A mixture of 488 mg digoxigenin, 7.5 ml toluene, 3.75 ml cyclohexanone, and 550 mg aluminum isopropoxide was heated under reflux for 2.3 hours and then concentrated in vacuo to half of its original volume. Two hundred μl water was added and the mixture was evaporated in vacuo to dryness. The powdery solid was dried in vacuo over overnight. The dry residue was stirred in 25 ml methanol and the resulting mixture was filtered. The residue on the funnel was washed with 25 ml methanol. The filtrate a... Run in C1(=CC=CC=C1)C (toluene). RXN SMILES: [CH3:1][C@@:2]12[C@H:11]3[CH2:12][C@@H:13]([OH:27])[C@:14]4([CH3:26])[C@@H:18]([C:19]5[CH2:24][O:23][C:21](=[O:22])[CH:20]=5)[CH2:17][CH2:16][C@:15]4([OH:25])[C@@H:10]3[CH2:9][CH2:8][C@@H:7]1[CH2:6][C@@H:5]([OH:28])[CH2:4][CH2:3]2.C1(=O)CCCCC1.CC(C)[O-].[Al+3].CC(C)[O-].CC(C)[O-]>C1(C)C=CC=CC=1>[CH3:1][C@@:2]12[CH:11]3[CH2:12][C@@H:13]([OH:27])[C@:14]4([CH3:26])[C@@H:18]([C:19]5[CH2:24][O:23][C:21](=[O:22])[CH:20]=5)[CH2:17][CH2:16][C@:15]4([OH:25])[CH:10]3[CH2:9][CH2:8][C@@H:7]1[CH2:6][C:5](=[O:28])[CH2:4][CH2:3]2 |f:2.3.4.5|. Yield: 189.5%. Starting materials: C1CCOC1, CCOC(=O)c1cnn(-c2ccccn2)c1, CCO, [Li+], [OH-]. The product is O=C(O)c1cnn(-c2ccccn2)c1. RXN SMILES: [CH2:19]1[O:20][CH2:21][CH2:22][CH2:23]1.[CH2:1]([CH3:2])[O:3][C:4](=[O:5])[c:6]1[cH:7][n:8][n:9](-[c:11]2[n:12][cH:13][cH:14][cH:15][cH:16]2)[cH:10]1.[CH3:24][CH2:25][OH:26].[Li+:17].[OH-:18]>>[O:3]=[C:4]([OH:5])[c:6]1[cH:7][n:8][n:9](-[c:11]2[n:12][cH:13][cH:14][cH:15][cH:16]2)[cH:10]1. Starting materials: C(CC1=CC=CC=C1)NC1=C2N=CNC2=NC(=N1)C#N (6-(phenethylamino)-9H-purine-2-carbonitrile), C(C1=CC=CC=C1)(=O)O[C@@H]1[C@H](O[C@H]([C@@H]1OC(C1=CC=CC=C1)=O)OC(C)=O)COC ((2R,3R,4R,5S)-5-(acetyloxy)-4-(benzoyloxy)-2-(methoxymethyl)tetrahydro-3-furanyl benzoate), C(C1=CC=CC=C1)(=O)O[C@@H]1[C@H](O[C@@H]([C@@H]1OC(C1=CC=CC=C1)=O)OC(C)=O)COC ((2R,3R,4R,5R)-5-(acetyloxy)-4-(benzoyloxy)-2-(methoxymethyl)tetrahydro-3-furanyl benzoate), S(=O)(=O)([O-])[O-].[NH4+].[NH4+] (ammonium sulfate), C[Si](N[Si](C)(C)C)(C)C (1,1,1,3,3,3-hexamethyidisilazane), Br[Si](C)(C)C (bromotrimethylsilane). The reagents and catalysts are [Bi](Br)(Br)Br (bismuth tribromide). Solvent: ClCCl (dichloromethane), C(C)#N (acetonitrile). Yields the product C(C1=CC=CC=C1)(=O)O[C@@H]1[C@H](O[C@H]([C@@H]1OC(C1=CC=CC=C1)=O)N1C2=NC(=NC(=C2N=C1)NCCC1=CC=CC=C1)C#N)COC ((2R,3R,4R,5R)-4-(Benzoyloxy)-5-[2-cyano-6-(phenethylamino)-9H-purin-9-yl]-2-(methoxymethyl)tetrahydro-3-furanyl benzoate). RXN SMILES: [CH2:1]([NH:9][C:10]1[N:18]=[C:17]([C:19]#[N:20])[N:16]=[C:15]2[C:11]=1[N:12]=[CH:13][NH:14]2)[CH2:2][C:3]1[CH:8]=[CH:7][CH:6]=[CH:5][CH:4]=1.[C:21]([O:29][C@H:30]1[C@@H:34]([O:35][C:36](=[O:43])[C:37]2[CH:42]=[CH:41][CH:40]=[CH:39][CH:38]=2)[C@H:33](OC(=O)C)[O:32][C@@H:31]1[CH2:48][O:49][CH3:50])(=[O:28])[C:22]1[CH:27]=[CH:26][CH:25]=[CH:24][CH:23]=1.C(O[C@H]1[C@@H](OC(=O)C2C=CC=CC=2)[C@@H](OC(=O)C)O[C@@H]1COC)(=O)C1C=CC=CC=1.S([O-])([O-])(=O)=O.[NH4+].[NH4+].C[Si](C)(C)N[Si](C)(C)C.Br[Si](C)(C)C>[Bi](Br)(Br)Br.ClCCl.C(#N)C>[C:21]([O:29][C@H:30]1[C@@H:34]([O:35][C:36](=[O:43])[C:37]2[CH:42]=[CH:41][CH:40]=[CH:39][CH:38]=2)[C@H:33]([N:14]2[CH:13]=[N:12][C:11]3[C:15]2=[N:16][C:17]([C:19]#[N:20])=[N:18][C:10]=3[NH:9][CH2:1][CH2:2][C:3]2[CH:8]=[CH:7][CH:6]=[CH:5][CH:4]=2)[O:32][C@@H:31]1[CH2:48][O:49][CH3:50])(=[O:28])[C:22]1[CH:27]=[CH:26][CH:25]=[CH:24][CH:23]=1 |f:3.4.5|. Reported procedure: The title compound was prepared by a similar method to preparation 11 using 6-(phenethylamino)-9H-purine-2-carbonitrile (3.8 g, 11.2 mmol) (preparation 45), (2R,3R,4R,5S)-5-(acetyloxy)-4-(benzoyloxy)-2-(methoxymethyl)tetrahydro-3-furanyl benzoate and (2R,3R,4R,5R)-5-(acetyloxy)-4-(benzoyloxy)-2-(methoxymethyl)tetrahydro-3-furanyl benzoate (preparation 4) (6 g, 14.5 mmol), ammonium sulfate (200 mg, 1.2 mmol), 1,1,1,3,3,3-hexamethyidisilazane (150 ml), bromotrimethylsilane (8 ml, 177 mmol), aceton... The yield is 33.3%. Reported procedure: To a stirred solution of ethyl 10-bromoundecanoate (9.7 g, 33.0 mmol) in dry DMF (66 ml) was added 3-iodophenol (7.99 g, 36.3 mmol) and potassium carbonate (5.02 g, 37.6 mmol). The reaction was immersed in an oil bath which was warmed to 75° C. over 0.5 hr. After stirring for 14 hrs under an N2 atmosphere, the oil bath temperature was increased to 85° C. After stirring for an additional 4 hrs at 85° C., the reaction was allowed to cool, diluted with DMF (200 ml), filtered through a pad of celite... Starting materials: BrC(CCCCCCCCC(=O)OCC)C (ethyl 10-bromoundecanoate), IC=1C=C(C=CC1)O (3-iodophenol), C([O-])([O-])=O.[K+].[K+] (potassium carbonate), esters, CCOC(=O)C (EtOAc). Conditions: temperature 75 celsius, time 14 hour. Solvent: CN(C)C=O (DMF), CN(C)C=O (DMF), hexanes. Reaction SMILES: Br[CH:2]([CH3:16])[CH2:3][CH2:4][CH2:5][CH2:6][CH2:7][CH2:8][CH2:9][CH2:10][C:11]([O:13][CH2:14][CH3:15])=[O:12].[I:17][C:18]1[CH:19]=[C:20]([OH:24])[CH:21]=[CH:22][CH:23]=1.C(=O)([O-])[O-].[K+].[K+].CCOC(C)=O>CN(C=O)C>[I:17][C:18]1[CH:19]=[C:20]([CH:21]=[CH:22][CH:23]=1)[O:24][CH:2]([CH3:16])[CH2:3][CH2:4][CH2:5][CH2:6][CH2:7][CH2:8][CH2:9][CH2:10][C:11]([O:13][CH2:14][CH3:15])=[O:12] |f:2.3.4|. Product: IC=1C=C(OC(CCCCCCCCC(=O)OCC)C)C=CC1 (ethyl 10-(3-iodophenoxy)-undecanoate). Starting materials: [I-].COCCOCCOCCN1N=[N+](C(=C1)CCC)C (1-(2-(2-(2-methoxyethoxy)ethoxy)ethyl)-3-methyl-4-propyl-1H-1,2,3-triazol-3-ium iodide), FC(S(=O)(=O)[N-]S(=O)(=O)C(F)(F)F)(F)F.[Li+] (lithium bis((trifluoromethyl)sulfonyl)amide). Solvent: C(C)#N (acetonitrile). Run at time 8 hour. Yields the product FC(S(=O)(=O)[N-]S(=O)(=O)C(F)(F)F)(F)F.COCCOCCOCCN1N=[N+](C(=C1)CCC)C (1-(2-(2-(2-methoxyethoxy)ethoxy)ethyl)-3-methyl-4-propyl-1H-1,2,3-triazol-3-ium bis((trifluoromethyl)sulfonyl)amide). RXN SMILES: [I-].[CH3:2][O:3][CH2:4][CH2:5][O:6][CH2:7][CH2:8][O:9][CH2:10][CH2:11][N:12]1[CH:16]=[C:15]([CH2:17][CH2:18][CH3:19])[N+:14]([CH3:20])=[N:13]1.[F:21][C:22]([F:35])([F:34])[S:23]([N-:26][S:27]([C:30]([F:33])([F:32])[F:31])(=[O:29])=[O:28])(=[O:25])=[O:24].[Li+]>C(#N)C>[F:33][C:30]([F:31])([F:32])[S:27]([N-:26][S:23]([C:22]([F:21])([F:34])[F:35])(=[O:24])=[O:25])(=[O:28])=[O:29].[CH3:2][O:3][CH2:4][CH2:5][O:6][CH2:7][CH2:8][O:9][CH2:10][CH2:11][N:12]1[CH:16]=[C:15]([CH2:17][CH2:18][CH3:19])[N+:14]([CH3:20])=[N:13]1 |f:0.1,2.3,5.6|. Procedure details: 1-(2-(2-(2-methoxyethoxy)ethoxy)ethyl)-3-methyl-4-propyl-1H-1,2,3-triazol-3-ium iodide and lithium bis((trifluoromethyl)sulfonyl)amide were mixed in acetonitrile and stirred overnight. The acetonitrile was removed under vacuum and water and DCM added. The organic layer was washed three times with water and brine and dried in vacuum at 110° C. for 48 hours, yielding 1-(2-(2-(2-methoxyethoxy)ethoxy)ethyl)-3-methyl-4-propyl-1H-1,2,3-triazol-3-ium bis((trifluoromethyl)sulfonyl)amide.